This data is from the Open Reaction Database (ORD), a public repository of structured organic reaction records. The task is: describe an organic reaction: reactants, conditions, products, and yield Reactants: Cl (hydrochloric acid), CN(C(=O)C1=CC2=CC=CC=C2C=C1)C1=CC=C(CN2N=C(C3=CC=CC=C23)CC(=O)OC)C=C1 (Methyl 2-[1-[4-(N-methyl-2-naphthamido)benzyl]-1H-indazol-3-yl]acetate), O (Water), O.[OH-].[Li+] (lithium hydroxide monohydrate). The solvent is O1CCCC1 (tetrahydrofuran), aqueous solution. Product: CN(C(=O)C1=CC2=CC=CC=C2C=C1)C1=CC=C(CN2N=C(C3=CC=CC=C23)CC(=O)O)C=C1 (2-[1-[4-(N-methyl-2-naphthamido)benzyl]-1H-indazol-3-yl]acetic acid). The yield is 32.7%. As a reaction SMILES: [CH3:1][N:2]([C:15]1[CH:35]=[CH:34][C:18]([CH2:19][N:20]2[C:28]3[C:23](=[CH:24][CH:25]=[CH:26][CH:27]=3)[C:22]([CH2:29][C:30]([O:32]C)=[O:31])=[N:21]2)=[CH:17][CH:16]=1)[C:3]([C:5]1[CH:14]=[CH:13][C:12]2[C:7](=[CH:8][CH:9]=[CH:10][CH:11]=2)[CH:6]=1)=[O:4].O.[OH-].[Li+].O.Cl>O1CCCC1>[CH3:1][N:2]([C:15]1[CH:35]=[CH:34][C:18]([CH2:19][N:20]2[C:28]3[C:23](=[CH:24][CH:25]=[CH:26][CH:27]=3)[C:22]([CH2:29][C:30]([OH:32])=[O:31])=[N:21]2)=[CH:17][CH:16]=1)[C:3]([C:5]1[CH:14]=[CH:13][C:12]2[C:7](=[CH:8][CH:9]=[CH:10][CH:11]=2)[CH:6]=1)=[O:4] |f:1.2.3|. Reported procedure: Methyl 2-[1-[4-(N-methyl-2-naphthamido)benzyl]-1H-indazol-3-yl]acetate (about 1.0 mmol) was dissolved in tetrahydrofuran (30 mL), and in an ice bath, 20 mL aqueous solution dissolving lithium hydroxide monohydrate (210 mg, 5.0 mmol) was added. It was reacted at room temperature for 3 h, and the reaction was monitored to be complete by TLC. Water was added into the system, and adjusted to pH=3-4 with diluted hydrochloric acid. A solid precipitated, which was filtered, dried, and purified by prepa... Starting materials: C1=C(C=CC2=CC=CC=C12)CN1CCN(CC1)CC(=O)OCC (Ethyl 2-(4-(naphthalen-2-ylmethyl)piperazin-1-yl)acetate), NN (hydrazine). Solvent: C(C)O (ethanol). The product is C1=C(C=CC2=CC=CC=C12)CN1CCN(CC1)CC(=O)NN (2-(4-(naphthalen-2-ylmethyl)piperazin-1-yl)acetohydrazide). RXN SMILES: [CH:1]1[C:10]2[C:5](=[CH:6][CH:7]=[CH:8][CH:9]=2)[CH:4]=[CH:3][C:2]=1[CH2:11][N:12]1[CH2:17][CH2:16][N:15]([CH2:18][C:19]([O:21]CC)=O)[CH2:14][CH2:13]1.[NH2:24][NH2:25]>C(O)C>[CH:1]1[C:10]2[C:5](=[CH:6][CH:7]=[CH:8][CH:9]=2)[CH:4]=[CH:3][C:2]=1[CH2:11][N:12]1[CH2:17][CH2:16][N:15]([CH2:18][C:19]([NH:24][NH2:25])=[O:21])[CH2:14][CH2:13]1. Procedure details: Synthesized according to General Procedure C: 6{25} (5.74 g, 18.4 mmol, 1 equiv.), anhydrous hydrazine (1.7 mL, 55.2 mmol, 3 equiv.), ethanol (37.2 mL). Purification by silica gel column chromatography (4:1 EtOAc:MeOH) afforded 1{25} (4.49 g, 82%) as a white solid. 1H-NMR (500 MHz, CDCl3): δ 8.17 (br s, 1H), 7.82-7.78 (m, 3H), 7.71 (s, 1H), 7.47-7.42 (m, 3H), 3.86 (br s, 2H), 3.64 (s, 2H), 3.06 (s, 2H), 2.53 (br s, 8H). 13C-NMR (125 MHz, CDCl3): δ 170.4, 135.4, 133.1, 132.6, 127.8, 127.5, 127.5,...